The task is: describe an organic reaction: reactants, conditions, products, and yield. This data is from the Open Reaction Database (ORD), a public repository of structured organic reaction records. Procedure: A suspension of 4.00 g (11.1 mmol) 4-iodo-N-methyl-6-(4-methyl-piperzin-1-yl)-nicotinamide and 642 mg (0.555 mmol) tetrakis(triphenylphosphine)palladium(0) in 60 ml toluene was dioxygenated with a stream of argon for 30 min. After addition of 11 ml of a 2 N aqueous solution of sodium carbonate and 1.66 g (12.2 mmol) o-tolylboronic acid, the mixture was heated at reflux overnight. Cooling to room temperature was followed by dilution with water and extraction with three 50 ml portions of ethyl ace... The reagents and catalysts are C=1C=CC(=CC1)[P](C=2C=CC=CC2)(C=3C=CC=CC3)[Pd]([P](C=4C=CC=CC4)(C=5C=CC=CC5)C=6C=CC=CC6)([P](C=7C=CC=CC7)(C=8C=CC=CC8)C=9C=CC=CC9)[P](C=1C=CC=CC1)(C=1C=CC=CC1)C=1C=CC=CC1 (tetrakis(triphenylphosphine)palladium(0)). The reactants are aqueous solution, C([O-])([O-])=O.[Na+].[Na+] (sodium carbonate), C1(=C(C=CC=C1)B(O)O)C (o-tolylboronic acid), IC1=CC(=NC=C1C(=O)NC)N1CCN(CC1)C (4-iodo-N-methyl-6-(4-methyl-piperzin-1-yl)-nicotinamide). Yield: 62.8%. RXN SMILES: I[C:2]1[C:7]([C:8]([NH:10][CH3:11])=[O:9])=[CH:6][N:5]=[C:4]([N:12]2[CH2:17][CH2:16][N:15]([CH3:18])[CH2:14][CH2:13]2)[CH:3]=1.C(=O)([O-])[O-].[Na+].[Na+].[C:25]1([CH3:34])[CH:30]=[CH:29][CH:28]=[CH:27][C:26]=1B(O)O>C1(C)C=CC=CC=1.C1C=CC([P]([Pd]([P](C2C=CC=CC=2)(C2C=CC=CC=2)C2C=CC=CC=2)([P](C2C=CC=CC=2)(C2C=CC=CC=2)C2C=CC=CC=2)[P](C2C=CC=CC=2)(C2C=CC=CC=2)C2C=CC=CC=2)(C2C=CC=CC=2)C2C=CC=CC=2)=CC=1>[CH3:11][NH:10][C:8](=[O:9])[C:7]1[C:2]([C:26]2[CH:27]=[CH:28][CH:29]=[CH:30][C:25]=2[CH3:34])=[CH:3][C:4]([N:12]2[CH2:17][CH2:16][N:15]([CH3:18])[CH2:14][CH2:13]2)=[N:5][CH:6]=1 |f:1.2.3,^1:45,47,66,85|. Reaction conditions: time 30 minute. Solvent: C1(=CC=CC=C1)C (toluene). Yields the product CNC(C1=CN=C(C=C1C1=C(C=CC=C1)C)N1CCN(CC1)C)=O (N-Methyl-6-(4-methyl-piperazin-1-yl)-4-o-tolyl-nicotinamide). The reactants are C(C)(C)(C)OC(=O)N1[C@@H](CCC1)C=1NC(=CN1)C=1C=C2C=CC(=CC2=CC1)C=1C=C2CCC3=C(NC(=N3)[C@H]3N(CCC3)C(=O)OC(C)(C)C)C2=CC1 ((S)-tert-butyl 2-(7-(6-(2-((S)-1-(tert-butoxycarbonyl)pyrrolidin-2-yl)-1H-imidazol-5-yl)naphthalen-2-yl)-4,5-dihydro-1H-naphtho[1,2-d]imidazol-2-yl)pyrrolidine-1-carboxylate). Reagents/catalysts: [O-2].[Mn+4].[O-2] (Manganese(IV) oxide). The solvent is C(Cl)Cl (DCM). Reaction conditions: time 8 hour. Product: C(C)(C)(C)OC(=O)N1[C@@H](CCC1)C=1NC(=CN1)C=1C=C2C=CC(=CC2=CC1)C=1C=C2C=CC3=C(NC(=N3)[C@H]3N(CCC3)C(=O)OC(C)(C)C)C2=CC1 ((S)-tert-butyl 2-(7-(6-(2-((S)-1-(tert-butoxycarbonyl)pyrrolidin-2-yl)-1H-imidazol-5-yl)naphthalen-2-yl)-1H-naphtho[1,2-d]imidazol-2-yl)pyrrolidine-1-carboxylate). The yield is 119.0%. As a reaction SMILES: [C:1]([O:5][C:6]([N:8]1[CH2:12][CH2:11][CH2:10][C@H:9]1[C:13]1[NH:14][C:15]([C:18]2[CH:19]=[C:20]3[C:25](=[CH:26][CH:27]=2)[CH:24]=[C:23]([C:28]2[CH:29]=[C:30]4[C:50](=[CH:51][CH:52]=2)[C:34]2[NH:35][C:36]([C@@H:38]5[CH2:42][CH2:41][CH2:40][N:39]5[C:43]([O:45][C:46]([CH3:49])([CH3:48])[CH3:47])=[O:44])=[N:37][C:33]=2[CH2:32][CH2:31]4)[CH:22]=[CH:21]3)=[CH:16][N:17]=1)=[O:7])([CH3:4])([CH3:3])[CH3:2]>C(Cl)Cl.[O-2].[Mn+4].[O-2]>[C:1]([O:5][C:6]([N:8]1[CH2:12][CH2:11][CH2:10][C@H:9]1[C:13]1[NH:14][C:15]([C:18]2[CH:19]=[C:20]3[C:25](=[CH:26][CH:27]=2)[CH:24]=[C:23]([C:28]2[CH:29]=[C:30]4[C:50](=[CH:51][CH:52]=2)[C:34]2[NH:35][C:36]([C@@H:38]5[CH2:42][CH2:41][CH2:40][N:39]5[C:43]([O:45][C:46]([CH3:49])([CH3:48])[CH3:47])=[O:44])=[N:37][C:33]=2[CH:32]=[CH:31]4)[CH:22]=[CH:21]3)=[CH:16][N:17]=1)=[O:7])([CH3:4])([CH3:2])[CH3:3] |f:2.3.4|. Procedure details: Manganese(IV) oxide (1.53 g, 17.6 mmol) was added to a solution of (S)-tert-butyl 2-(7-(6-(2-((S)-1-(tert-butoxycarbonyl)pyrrolidin-2-yl)-1H-imidazol-5-yl)naphthalen-2-yl)-4,5-dihydro-1H-naphtho[1,2-d]imidazol-2-yl)pyrrolidine-1-carboxylate (183 mg, 0.196 mmol) in DCM (5 mL) and the mixture was stirred overnight at room temperature. The reaction mixture was filtered through a pad of diatomaceous earth (CELITE®) and washed with a solution of methanol/DCM 1:1. The volatiles were removed under vacu... The product is O1C(CCCC1)OCC[C@@H]1[C@H]2C([C@@H](C[C@H]1N=[N+]=[N-])C2)(C)C ((1S,2R,3R,5R)-2-(2-(tetrahydropyran-2-yloxy)-ethyl)-3-azido-6,6-dimethylbicyclo[3.1.1]heptane). As a reaction SMILES: S([O-])(=O)(=O)C.[N-]=[N+]=[N-].[Na+].[O:10]1[CH2:15][CH2:14][CH2:13][CH2:12][CH:11]1[O:16][CH2:17][CH2:18][C@@H:19]1[C@H:24]([N:25]=[N+:26]=[N-:27])[CH2:23][C@H:22]2[CH2:28][C@@H:20]1[C:21]2([CH3:30])[CH3:29]>>[O:10]1[CH2:15][CH2:14][CH2:13][CH2:12][CH:11]1[O:16][CH2:17][CH2:18][C@H:19]1[C@H:24]([N:25]=[N+:26]=[N-:27])[CH2:23][C@H:22]2[CH2:28][C@@H:20]1[C:21]2([CH3:30])[CH3:29] |f:1.2|. Procedure: Diethyl azadicarboxylate (20 g) was added dropwise to a suspension of the alcohol 1(2R-c) (6.11 g), triphenylphosphin (30 g) and zinc dimethanesulfonate (5.83 g) in benzene (350 ml) at room temperature under nitrogen. The mixture was stirred at room temperature for 3 h, washed with water, dried over anhydrous sodium sulfate and concentrated under reduced pressure. The residue was purified by flash chromatography on silica gel in hexane ethyl acetate (5:1) to give the crude mesylate (6.7 g). The ... Reactants: Example 2 ( 2 ), S(C)(=O)(=O)[O-] (mesylate), [N-]=[N+]=[N-].[Na+] (sodium azide), O1C(CCCC1)OCC[C@H]1[C@H]2C([C@@H](C[C@H]1N=[N+]=[N-])C2)(C)C ((1S,2S,3R,5R)-2-[2-(Tetrahydropyran-2-yloxy)ethyl]-3-azido-6,6-dimethylbicyclo[3.1.1]heptane). Starting materials: C(#N)C(=C(C=CN(C)C)C1=CC=C(C=C1)C)C(=O)OC (1-cyano-1-methoxycarbonyl-4-(N,N-dimethylamino)-2-(4-methylphenyl)-1,3-butadiene), S(O)(O)(=O)=O (sulfuric acid), ice water. Yields the product COC(C1=C(N=CC=C1C1=CC=C(C=C1)C)O)=O (methyl-2-hydroxy-4-(4-methylphenyl)nicotinate). Isolated yield 60.9%. RXN SMILES: C([C:3]([C:17]([O:19][CH3:20])=[O:18])=[C:4]([C:10]1[CH:15]=[CH:14][C:13]([CH3:16])=[CH:12][CH:11]=1)[CH:5]=[CH:6][N:7](C)[CH3:8])#N.S(=O)(=O)(O)[OH:22]>>[CH3:20][O:19][C:17](=[O:18])[C:3]1[C:4]([C:10]2[CH:15]=[CH:14][C:13]([CH3:16])=[CH:12][CH:11]=2)=[CH:5][CH:6]=[N:7][C:8]=1[OH:22]. Procedure: 117.0 g (0.54 mol) of 1-cyano-1-methoxycarbonyl-4-(N,N-dimethylamino)-2-(4-methylphenyl)-1,3-butadiene was added to 250 ml of concentrated sulfuric acid at a temperature below 20° C. under stirring, and the mixture was stirred at room temperature for 48 hours. The reaction mixture was poured into 1 l of ice water, and the precipitated material was filtrated out. The filtrate was adjusted to pH 6 with sodium hydroxide aqueous solution to precipitate the aimed product, which was then filtrated out... Starting materials: C(CCCC\C=C/CC=CCC=CCCC(=O)O)(=O)O (cis-6, 9, 12-hexadecatriene dioic acid), C(C\C=C/CC=CCCCCC(=O)O)(=O)O (cis-3, 6-dodecadiene dioic acid), C(CC\C=C/CCC(=O)O)(=O)O (cis-4-octene dioic acid), C(\C=C/CC=CCC=CCCC(=O)O)(=O)O (cis-2, 5, 8-dodecatriene dioic acid), C(CC\C=C/CCCCC(=O)O)(=O)O (cis-4-decene dioic acid), C(\C=C/CCCCC(=O)O)(=O)O (cis-2-octene dioic acid), C(\C=C/CC=CCC(=O)O)(=O)O (cis-2, 5-octadiene dioic acid), C(C\C=C/CC=CCCC(=O)O)(=O)O (cis-3, 6-decadiene dioic acid), C(\C=C/CC=CCC=CCCCCC(=O)O)(=O)O (cis-2, 5, 8-tetradecatriene dioic acid), C(CC\C=C/CC=CCC=CCCC(=O)O)(=O)O (cis-4, 7, 10-tetradecatriene dioic acid), C(\C=C/CC=CCC=CC(=O)O)(=O)O (cis-2, 5, 8-decatriene dioic acid). Yields the product C(CC\C=C/CC=CCC=CCCCCC(=O)O)(=O)O (cis-4, 7, 10-hexadecatriene dioic acid). As a reaction SMILES: [C:1]([OH:20])(=[O:19])[CH2:2][CH2:3][CH2:4][CH2:5]/[CH:6]=[CH:7]\[CH2:8][CH:9]=[CH:10][CH2:11][CH:12]=[CH:13][CH2:14][CH2:15][C:16]([OH:18])=[O:17].C(O)(=O)/C=C\CC=CCC=CCCCCC(O)=O.C(O)(=O)CC/C=C\CC=CCC=CCCC(O)=O.C(O)(=O)/C=C\CC=CCC=CCCC(O)=O.C(O)(=O)C/C=C\CC=CCCCCC(O)=O.C(O)(=O)/C=C\CC=CCC=CC(O)=O.C(O)(=O)C/C=C\CC=CCCC(O)=O.C(O)(=O)CC/C=C\CCCCC(O)=O.C(O)(=O)/C=C\CC=CCC(O)=O.C(O)(=O)CC/C=C\CCC(O)=O.C(O)(=O)/C=C\CCCCC(O)=O>>[C:1]([OH:20])(=[O:19])[CH2:2][CH2:3]/[CH:4]=[CH:5]\[CH2:6][CH:7]=[CH:8][CH2:9][CH:10]=[CH:11][CH2:12][CH2:13][CH2:14][CH2:15][C:16]([OH:18])=[O:17]. Procedure: cis-6, 9, 12-hexadecatriene dioic acid; cis-2, 5, 8-tetradecatriene dioic acid; cis-4, 7, 10-tetradecatriene dioic acid; cis-2, 5, 8-dodecatriene dioic acid; cis-3, 6-dodecadiene dioic acid; cis-2, 5, 8-decatriene dioic acid; cis-3, 6-decadiene dioic acid; cis-4-decene dioic acid; cis-2, 5-octadiene dioic acid; cis-4-octene dioic acid and cis-2-octene dioic acid. Starting materials: N=1ON=C2C1C=CC(=C2)CCN2C(CNCC2)=O (1-[2-(2,1,3-Benzoxadiazol-5-yl)ethyl]piperazin-2-one), O=C1CC=2C=CC(=CC2CC1)C#N (6-Oxo-5,6,7,8-tetrahydronaphthalene-2-carbonitrile). Yields the product N=1ON=C2C1C=CC(=C2)CCN2C(CN(CC2)C2CC=1C=CC(=CC1CC2)C#N)=O (6-{4-[2-(2,1,3-Benzoxadiazol-5-yl)ethyl]-3-oxopiperazin-1-yl}-5,6,7,8-tetrahydronaphthalene-2-carbonitrile). Reaction SMILES: [N:1]1[O:2][N:3]=[C:4]2[CH:9]=[C:8]([CH2:10][CH2:11][N:12]3[CH2:17][CH2:16][NH:15][CH2:14][C:13]3=[O:18])[CH:7]=[CH:6][C:5]=12.O=[C:20]1[CH2:29][CH2:28][C:27]2[CH:26]=[C:25]([C:30]#[N:31])[CH:24]=[CH:23][C:22]=2[CH2:21]1>>[N:1]1[O:2][N:3]=[C:4]2[CH:9]=[C:8]([CH2:10][CH2:11][N:12]3[CH2:17][CH2:16][N:15]([CH:20]4[CH2:29][CH2:28][C:27]5[CH:26]=[C:25]([C:30]#[N:31])[CH:24]=[CH:23][C:22]=5[CH2:21]4)[CH2:14][C:13]3=[O:18])[CH:7]=[CH:6][C:5]=12. Procedure details: The title compound was prepared from 1-[2-(2,1,3-Benzoxadiazol-5-yl)ethyl]piperazin-2-one and 6-Oxo-5,6,7,8-tetrahydronaphthalene-2-carbonitrile following essentially the same procedure as Example 6. The product was purified by mass-directed reverse phase HPLC (AcCN-Water with 0.1% TFA). LC-MS (IE, m/z): 402 [M+1]+.